Dataset: the Open Reaction Database (ORD), a public repository of structured organic reaction records. Task: describe an organic reaction: reactants, conditions, products, and yield Starting materials: O=C([O-])[O-], CCOCC, ClCCl, Oc1ccc(F)nc1, CI, [K+], [K+], CN(C)C=O, O. Yields the product COc1ccc(F)nc1. Reaction SMILES: [C:14](=[O:15])([O-:16])[O-:17].[CH3:26][CH2:27][O:28][CH2:29][CH3:30].[Cl:23][CH2:24][Cl:25].[F:1][c:2]1[cH:3][cH:4][c:5]([OH:8])[cH:6][n:7]1.[I:20][CH3:21].[K+:18].[K+:19].[O:9]=[CH:10][N:11]([CH3:12])[CH3:13].[OH2:22]>>[F:1][c:2]1[cH:3][cH:4][c:5]([O:8][CH3:10])[cH:6][n:7]1. Reactants: NC1CCCCC1N, Cc1ccc(Cl)cc1, [Cu]I, [K+], [K+], NC(=O)c1ccccc1, O=C([O-])[O-]. The product is Cc1ccc(NC(=O)c2ccccc2)cc1. As a reaction SMILES: [CH:16]1([NH2:17])[CH2:18][CH2:19][CH2:20][CH2:21][CH:22]1[NH2:23].[Cl:24][c:25]1[cH:26][cH:27][c:28]([CH3:31])[cH:29][cH:30]1.[Cu:32][I:33].[K+:10].[K+:11].[NH2:1][C:2](=[O:3])[c:4]1[cH:5][cH:6][cH:7][cH:8][cH:9]1.[O-:12][C:13]([O-:14])=[O:15]>>[NH:1]([C:2](=[O:3])[c:4]1[cH:5][cH:6][cH:7][cH:8][cH:9]1)[c:25]1[cH:26][cH:27][c:28]([CH3:31])[cH:29][cH:30]1. The reactants are O.C(C1=CC=CC=C1)OC1=C(C=CC=C1)C(=O)C=O (2-benzyloxyphenylglyoxal hydrate), CC(CC1=CC=C(C=C1)OC)(C)N (α,α-dimethyl-4-methoxyphenethylamine). Run in CS(=O)C (dimethylsulfoxide), CS(=O)C (dimethylsulfoxide), CS(=O)C (dimethylsulfoxide). Run at temperature 23 celsius, time 1 hour. Product: CC(CC1=CC=C(C=C1)OC)(C)N=C(C(=O)C1=CC=CC=C1)OCC1=CC=CC=C1 (α-(α,α-dimethyl-4-methoxyphenethylimino)-2-benzyloxyacetophenone). RXN SMILES: [OH2:1].[CH2:2]([O:9][C:10]1[CH:15]=[CH:14][CH:13]=[CH:12][C:11]=1[C:16]([CH:18]=O)=O)[C:3]1[CH:8]=[CH:7][CH:6]=[CH:5][CH:4]=1.[CH3:20][C:21]([NH2:32])([CH3:31])[CH2:22][C:23]1[CH:28]=[CH:27][C:26]([O:29][CH3:30])=[CH:25][CH:24]=1>CS(C)=O>[CH3:31][C:21]([N:32]=[C:10]([O:9][CH2:2][C:3]1[CH:4]=[CH:5][CH:6]=[CH:7][CH:8]=1)[C:15]([C:14]1[CH:13]=[CH:12][CH:11]=[CH:16][CH:18]=1)=[O:1])([CH3:20])[CH2:22][C:23]1[CH:28]=[CH:27][C:26]([O:29][CH3:30])=[CH:25][CH:24]=1 |f:0.1|. Procedure details: 1.16 g of 2-benzyloxyphenylglyoxal hydrate are dissolved in one ml of dimethylsulfoxide, and a solution of 0.78 g of α,α-dimethyl-4-methoxyphenethylamine in 1.5 ml of dimethylsulfoxide is added thereto. The mixture is stirred at 23° C. for one hour, whereby a solution of α-(α,α-dimethyl-4-methoxyphenethylimino)-2-benzyloxyacetophenone in dimethylsulfoxide is obtained. The reactants are COCCN(C)Cc1ncc(C(=O)OC)n1C, CO, Cl, [Li+], [OH-], O, O. Yields the product [Cl-], [Li+], COCCN(C)Cc1ncc(C(=O)O)n1C. RXN SMILES: [CH3:1][O:2][C:3](=[O:4])[c:5]1[n:6]([CH3:17])[c:7]([CH2:10][N:11]([CH3:12])[CH2:13][CH2:14][O:15][CH3:16])[n:8][cH:9]1.[CH3:23][OH:24].[ClH:22].[Li+:21].[OH-:20].[OH2:18].[OH2:19]>>[Cl-:22].[Li+:21].[O:2]=[C:3]([OH:4])[c:5]1[n:6]([CH3:17])[c:7]([CH2:10][N:11]([CH3:12])[CH2:13][CH2:14][O:15][CH3:16])[n:8][cH:9]1. Reactants: CC=1C(=CC=2C(CC=C(C2C1)C)(C)C)NC1=CC=C(C(=O)OCC)C=C1 (ethyl 4-(3,5,8,8-tetramethyl-7,8-dihydronaphthalen-2-ylamino)benzoate), CC=1C(=CC=2C(CC=C(C2C1)C)(C)C)NC1=CC=C(C(=O)OCC)C=C1 (ethyl 4-(3,5,8,8-tetramethyl-7,8-dihydronaphthalen-2-ylamino)benzoate), C(CC)=O (propionaldehyde). Product: C(C)N(C1=CC=C(C(=O)OCC)C=C1)C1=CC=2C(CC=C(C2C=C1C)C)(C)C (Ethyl 4-[ethyl(3,5,8,8-tetramethyl-7,8-dihydronaphthalen-2-yl)amino]benzoate). Isolated yield 43.0%. As a reaction SMILES: [CH3:1][C:2]1[C:3]([NH:15][C:16]2[CH:26]=[CH:25][C:19]([C:20]([O:22][CH2:23][CH3:24])=[O:21])=[CH:18][CH:17]=2)=[CH:4][C:5]2[C:6]([CH3:14])([CH3:13])[CH2:7][CH:8]=[C:9]([CH3:12])[C:10]=2[CH:11]=1.[CH:27](=O)[CH2:28]C>>[CH2:27]([N:15]([C:3]1[C:2]([CH3:1])=[CH:11][C:10]2[C:9]([CH3:12])=[CH:8][CH2:7][C:6]([CH3:14])([CH3:13])[C:5]=2[CH:4]=1)[C:16]1[CH:17]=[CH:18][C:19]([C:20]([O:22][CH2:23][CH3:24])=[O:21])=[CH:25][CH:26]=1)[CH3:28]. Procedure details: Following General Procedure D, ethyl 4-(3,5,8,8-tetramethyl-7,8-dihydronaphthalen-2-ylamino)benzoate (Compound 39, 0.085 g, 0.24 mmol) was reacted with propionaldehyde (180 μL, 2.4 mmol) to give 0.039 g (41%) of the title compound as a clear oil. Starting materials: COC1(NC(=O)Cc2ccccc2)C(=O)N(C(C(=O)OCc2ccccc2)=C(C)C)C1OC(C)=O, CC(C)=O, CCOC(C)=O, [K+], O=[Mn](=O)(=O)[O-], [Na+], [Na+], O=P([O-])([O-])[O-], O, O=S([O-])([O-])=S. The product is COC1(NC(=O)Cc2ccccc2)C(=O)NC1OC(C)=O. RXN SMILES: [C:1]([CH3:2])(=[O:3])[O:4][CH:5]1[C:6]([NH:24][C:25]([CH2:26][c:27]2[cH:28][cH:29][cH:30][cH:31][cH:32]2)=[O:33])([O:34][CH3:35])[C:7](=[O:23])[N:8]1[C:9]([C:10]([O:11][CH2:12][c:13]1[cH:14][cH:15][cH:16][cH:17][cH:18]1)=[O:19])=[C:20]([CH3:21])[CH3:22].[CH3:55][C:56]([CH3:57])=[O:58].[CH3:59][CH2:60][O:61][C:62]([CH3:63])=[O:64].[K+:46].[Mn:41]([O-:42])(=[O:43])(=[O:44])=[O:45].[Na+:52].[Na+:53].[O-:36][P:37](=[O:38])([O-:39])[O-:40].[OH2:54].[S:47]([O-:48])([O-:49])(=[O:50])=[S:51]>>[C:1]([CH3:2])(=[O:3])[O:4][CH:5]1[C:6]([NH:24][C:25]([CH2:26][c:27]2[cH:28][cH:29][cH:30][cH:31][cH:32]2)=[O:33])([O:34][CH3:35])[C:7](=[O:23])[NH:8]1. The reactants are CS(=O)(=O)OCCN1CC(c2cccc(C(F)(F)F)c2)N(c2ccc(Oc3ccc(Cl)cc3)cc2)C1=O, CC(C)O, N, O. The product is NCCN1CC(c2cccc(C(F)(F)F)c2)N(c2ccc(Oc3ccc(Cl)cc3)cc2)C1=O. As a reaction SMILES: [CH3:1][S:2]([O:3][CH2:6][CH2:7][N:8]1[C:9](=[O:37])[N:10]([c:23]2[cH:24][cH:25][c:26]([O:29][c:30]3[cH:31][cH:32][c:33]([Cl:36])[cH:34][cH:35]3)[cH:27][cH:28]2)[CH:11]([c:13]2[cH:14][c:15]([C:19]([F:20])([F:21])[F:22])[cH:16][cH:17][cH:18]2)[CH2:12]1)(=[O:4])=[O:5].[CH:39]([OH:40])([CH3:41])[CH3:42].[NH3:38].[OH2:43]>>[CH2:6]([CH2:7][N:8]1[C:9](=[O:37])[N:10]([c:23]2[cH:24][cH:25][c:26]([O:29][c:30]3[cH:31][cH:32][c:33]([Cl:36])[cH:34][cH:35]3)[cH:27][cH:28]2)[CH:11]([c:13]2[cH:14][c:15]([C:19]([F:20])([F:21])[F:22])[cH:16][cH:17][cH:18]2)[CH2:12]1)[NH2:38].